Dataset: the Open Reaction Database (ORD), a public repository of structured organic reaction records. Task: describe an organic reaction: reactants, conditions, products, and yield Reactants: COC(C(C(=O)OC)(F)F)(F)F (methyl 3-methoxytetrafluoropropionate), N (NH3). The solvent is CCOCC (ether). Run at time 8 hour. The product is COC(C(C(=O)N)(F)F)(F)F (3-methoxytetrafluoropropionamide). Isolated yield 95.4%. As a reaction SMILES: [CH3:1][O:2][C:3]([F:12])([F:11])[C:4]([F:10])([F:9])[C:5](OC)=[O:6].[NH3:13]>CCOCC>[CH3:1][O:2][C:3]([F:12])([F:11])[C:4]([F:10])([F:9])[C:5]([NH2:13])=[O:6]. Procedure: A solution of 140 g (0.74 mol) of methyl 3-methoxytetrafluoropropionate in 100 ml of ether was treated at 0° with 15.3 g (0.90 mol) of NH3. The resulting viscous mixture was stirred at 25° overnight and evaporated to dryness at 25° (10 mm). The crude residue was then recrystallized from ether/hexane to give 123.6 g (95%) of 3-methoxytetrafluoropropionamide, mp 78°-80°. An analytical sample was recrystallized from ether/hexane, mp 83°-85°. IR (KBr): 2.95, 3.02 and 3.10 (NH2), 3.37 and 3.49 (sat'd... Reactants: solution, C(CCC)[Li] (butyllithium), N1=C(C=CC=C1)NC(C)=O (N-(2-pyridinyl)-acetamide), ClCC1=NC2=C(C(O1)=O)C=CC=C2C(F)(F)F (2-(1-chloromethyl)-8-trifluoromethyl-4H-3,1-benzoxazine-4-one), Cl (hydrochloric acid). Product: ClC(C(=O)NC1=C(C=CC=C1C(F)(F)F)C(CC(=O)NC1=NC=CC=C1)=O)C (2-[(2-chloro-1-oxo-propyl)-amino]-β-oxo-N-(2-pyridinyl)-3-trifluoromethyl-benzene-propanamide). Reaction SMILES: [CH2:1]([Li])CCC.[N:6]1[CH:11]=[CH:10][CH:9]=[CH:8][C:7]=1[NH:12][C:13](=[O:15])[CH3:14].[Cl:16][CH2:17][C:18]1[O:23][C:22](=[O:24])[C:21]2[CH:25]=[CH:26][CH:27]=[C:28]([C:29]([F:32])([F:31])[F:30])[C:20]=2[N:19]=1.Cl>CCCCCC.O1CCCC1.O>[Cl:16][CH:17]([CH3:1])[C:18]([NH:19][C:20]1[C:28]([C:29]([F:32])([F:31])[F:30])=[CH:27][CH:26]=[CH:25][C:21]=1[C:22](=[O:24])[CH2:14][C:13]([NH:12][C:7]1[CH:8]=[CH:9][CH:10]=[CH:11][N:6]=1)=[O:15])=[O:23]. Procedure details: 14 ml of a solution of butyllithium in hexane were added under argon at -5° to 0° C. over 30 minutes to a solution of 1.36 g of N-(2-pyridinyl)-acetamide in 27.2 ml of tetrahydrofuran and the mixture was stirred under argon at -5° C. for 15 minutes and was then cooled to -70° C. A solution of 1.38 g of 2-(1-chloromethyl)-8-trifluoromethyl-4H-3,1-benzoxazine-4-one [prepared in Step A of Example 14 of U.S. patent application Ser. No. 262,952] in 13.8 ml of tetrahydrofuran was added at -70° C. unde... Reaction conditions: temperature -5 celsius, time 15 minute. Solvent: O1CCCC1 (tetrahydrofuran), CCCCCC (hexane), O1CCCC1 (tetrahydrofuran), O (water).